Dataset: the Open Reaction Database (ORD), a public repository of structured organic reaction records. Task: describe an organic reaction: reactants, conditions, products, and yield Reactants: ice water, C(C)OC(C(CC=C(C)C)(C)C(=O)OCC)=O (2-ethoxycarbonyl-2,5-dimethyl-4-hexenoic acid ethyl ester), O (water), [Cl-].[Li+] (lithium chloride). Solvent: CS(=O)C (dimethyl sulfoxide). Product: C(C)OC(C(CC=C(C)C)C)=O (2,5-Dimethyl-4-hexenoic Acid Ethyl Ester). As a reaction SMILES: [CH2:1]([O:3][C:4](=[O:17])[C:5](C(OCC)=O)([CH3:11])[CH2:6][CH:7]=[C:8]([CH3:10])[CH3:9])[CH3:2].[Cl-].[Li+].O>CS(C)=O>[CH2:1]([O:3][C:4](=[O:17])[CH:5]([CH3:11])[CH2:6][CH:7]=[C:8]([CH3:10])[CH3:9])[CH3:2] |f:1.2|. Procedure details: 85.3 g of 2-ethoxycarbonyl-2,5-dimethyl-4-hexenoic acid ethyl ester is dissolved in 645 ml of dimethyl sulfoxide and combined in succession with 29.7 g of lithium chloride and 6.3 ml of distilled water. Then the reaction mixture is heated for a total of 13 hours to 200° C. and then--after having been allowed to cool down--is poured on 1 liter of ice water. The aqueous phase is extracted three times with respectively 500 ml of methylene chloride. The combined organic extracts are then washed twic... Starting materials: C(C)OC=1C(C(C1OCC)=O)=O (3,4-diethoxy-3-cyclobutene-1,2-dione), C(C)(C)(C)N (tert-butyl amine). Run in C1CCOC1 (THF). Reaction conditions: time 12 hour. The product is C(C)OC=1C(C(C1NC(C)(C)C)=O)=O (3-Ethoxy-4-(tert-butylamino)-cyclobut-3-ene-1,2-dione). The yield is 100.0%. RXN SMILES: C(O[C:4]1[C:5](=[O:12])[C:6](=[O:11])[C:7]=1[O:8][CH2:9][CH3:10])C.[C:13]([NH2:17])([CH3:16])([CH3:15])[CH3:14]>C1COCC1>[CH2:9]([O:8][C:7]1[C:6](=[O:11])[C:5](=[O:12])[C:4]=1[NH:17][C:13]([CH3:16])([CH3:15])[CH3:14])[CH3:10]. Reported procedure: To a room temperature solution of 5.81 g (34 mmol) of 3,4-diethoxy-3-cyclobutene-1,2-dione and 50 mL of THF was added 2.9 g (34 mmol) of tert-butyl amine. After stirring at room temperature for 12 hours, the reaction mixture was evaporated to a yellow oil. Flash chromatography on silica gel, eluting with 0 to 5% MeOH/CH2Cl2 gave 6.2 g (34 mmol, a 100% yield) of the title compound as a white solid: mp: 80°-82° C.; 1H NMR: (300 MHz, DMSO-d6): δ1.30-1.62 (m, 12H), 4.70-4.93 (m, 2H), 5.50-6.42 (brm,... Starting materials: c1ccc(CN2CC3OC3C2)cc1, CCOCC, Oc1ccc(Cl)cc1, O. Product: OC1CN(Cc2ccccc2)CC1Oc1ccc(Cl)cc1. Reaction SMILES: [CH2:1]([c:2]1[cH:3][cH:4][cH:5][cH:6][cH:7]1)[N:8]1[CH2:9][CH:10]2[CH:11]([CH2:12]1)[O:13]2.[CH3:23][CH2:24][O:25][CH2:26][CH3:27].[Cl:14][c:15]1[cH:16][cH:17][c:18]([OH:21])[cH:19][cH:20]1.[OH2:22]>>[CH2:1]([c:2]1[cH:3][cH:4][cH:5][cH:6][cH:7]1)[N:8]1[CH2:9][CH:10]([OH:13])[CH:11]([O:21][c:18]2[cH:17][cH:16][c:15]([Cl:14])[cH:20][cH:19]2)[CH2:12]1. The reactants are Cl.NO (hydroxylamine hydrochloride), FC=1C=C(C=CC1N1CCN(CC1)C(C1=C(C=CC(=C1)S(=O)(=O)C)OC(C)C)=O)C(C)=O (1-{3-Fluoro-4-[4-(2-isopropoxy-5-methanesulfonyl-benzoyl)-piperazin-1-yl]-phenyl}-ethanone), C(C)(=O)[O-].[Na+] (sodium acetate). Run in C(C)O (ethanol), O (water), O (water). Reaction conditions: time 8 hour. Product: FC=1C=C(C=CC1N1CCN(CC1)C(C1=C(C=CC(=C1)S(=O)(=O)C)OC(C)C)=O)C(C)=NO (1-{3-Fluoro-4-[4-(2-isopropoxy-5-methanesulfonyl-benzoyl)-piperazin-1-yl]-phenyl}-ethanone oxime). Reaction SMILES: [F:1][C:2]1[CH:3]=[C:4]([C:30](=O)[CH3:31])[CH:5]=[CH:6][C:7]=1[N:8]1[CH2:13][CH2:12][N:11]([C:14](=[O:29])[C:15]2[CH:20]=[C:19]([S:21]([CH3:24])(=[O:23])=[O:22])[CH:18]=[CH:17][C:16]=2[O:25][CH:26]([CH3:28])[CH3:27])[CH2:10][CH2:9]1.Cl.[NH2:34][OH:35].C([O-])(=O)C.[Na+]>C(O)C.O>[F:1][C:2]1[CH:3]=[C:4]([C:30](=[N:34][OH:35])[CH3:31])[CH:5]=[CH:6][C:7]=1[N:8]1[CH2:13][CH2:12][N:11]([C:14](=[O:29])[C:15]2[CH:20]=[C:19]([S:21]([CH3:24])(=[O:22])=[O:23])[CH:18]=[CH:17][C:16]=2[O:25][CH:26]([CH3:27])[CH3:28])[CH2:10][CH2:9]1 |f:1.2,3.4|. Procedure details: 0.12 mmol of 1-{3-Fluoro-4-[4-(2-isopropoxy-5-methanesulfonyl-benzoyl)-piperazin-1-yl]-phenyl}-ethanone was dissolved in 1 ml of a 1:1 mixture of ethanol and water. 0.8 mmol of hydroxylamine hydrochloride was added, followed by 8.4 mmol of sodium acetate. The resulting mixture was stirred overnight at room temperature, diluted with water, filtered, washed and dried to yield the title compound as a colorless solid. Starting materials: ClC=1C=CC2=C(CCC=3C(=NC=CC3)C2=C2CCN(CC2)C(CCC=2N=CNC2)=O)C1 (4-(8-Chloro-5,6-dihydro-11H-benzo[5,6]cyclohepta[1,2-b]pyridin-11-ylidene)-1-[3-(1H-imidazol-4-yl)-1-oxopropyl]-piperidine), solution, [H-].[Al+3].[Li+].[H-].[H-].[H-] (lithium aluminum hydride). Run in C(C)OCC (ethyl ether), O1CCCC1 (tetrahydrofuran), O1CCCC1 (tetrahydrofuran). Conditions: time 1.75 hour. Product: ClC=1C=CC2=C(CCC=3C(=NC=CC3)C2=C2CCN(CC2)CCCC=2N=CNC2)C1 (8-Chloro-5,6-dihydro-11-[1-[3-(1H-imidazol-4-yl)propyl]-4-piperidinylidene]-11H-benzo[5,6]cyclohepta[1,2-b]pyridine). Reaction SMILES: [Cl:1][C:2]1[CH:3]=[CH:4][C:5]2[C:15](=[C:16]3[CH2:21][CH2:20][N:19]([C:22](=O)[CH2:23][CH2:24][C:25]4[N:26]=[CH:27][NH:28][CH:29]=4)[CH2:18][CH2:17]3)[C:10]3=[N:11][CH:12]=[CH:13][CH:14]=[C:9]3[CH2:8][CH2:7][C:6]=2[CH:31]=1.[H-].[Al+3].[Li+].[H-].[H-].[H-]>O1CCCC1.C(OCC)C>[Cl:1][C:2]1[CH:3]=[CH:4][C:5]2[C:15](=[C:16]3[CH2:21][CH2:20][N:19]([CH2:22][CH2:23][CH2:24][C:25]4[N:26]=[CH:27][NH:28][CH:29]=4)[CH2:18][CH2:17]3)[C:10]3=[N:11][CH:12]=[CH:13][CH:14]=[C:9]3[CH2:8][CH2:7][C:6]=2[CH:31]=1 |f:1.2.3.4.5.6|. Procedure: To a solution of compound (16) (0.65 g; 1.5 mmol) in anhydrous tetrahydrofuran (70 ml) was added a 1.0M solution of lithium aluminum hydride in tetrahydrofuran (4.6 ml; 4.6 mmol). The mixture was stirred at room temperature for 1.75 h. then diluted with ethyl ether and quenched with dropwise addition of saturated ammonium chloride solution. To saturated ammonium chloride Starting materials: palladium tetrakistriphenylphosphine, NC1=C(C(=NC(=C1)Cl)C#N)[N+](=O)[O-] (4-amino-6-chloro-3-nitro-pyridine-2-carbonitrile), FC(C=1C=C(C=CC1)B(O)O)(F)F (3-(trifluoromethyl)phenyl boronic acid), C([O-])([O-])=O.[K+].[K+] (potassium carbonate). The solvent is C1CCOC1 (THF). Conditions: temperature 150 celsius. The product is NC1=C(C(=NC(=C1)C1=CC(=CC=C1)C(F)(F)F)C#N)[N+](=O)[O-] (4-Amino-3-nitro-6-(3-(trifluoromethyl)phenyl)-pyridine-2-carbonitril). Yield: 19.3%. As a reaction SMILES: [NH2:1][C:2]1[CH:7]=[C:6](Cl)[N:5]=[C:4]([C:9]#[N:10])[C:3]=1[N+:11]([O-:13])=[O:12].[F:14][C:15]([F:26])([F:25])[C:16]1[CH:17]=[C:18](B(O)O)[CH:19]=[CH:20][CH:21]=1.C(=O)([O-])[O-].[K+].[K+]>C1COCC1>[NH2:1][C:2]1[CH:7]=[C:6]([C:20]2[CH:19]=[CH:18][CH:17]=[C:16]([C:15]([F:26])([F:25])[F:14])[CH:21]=2)[N:5]=[C:4]([C:9]#[N:10])[C:3]=1[N+:11]([O-:13])=[O:12] |f:2.3.4|. Procedure: A stirring suspension of 4-amino-6-chloro-3-nitro-pyridine-2-carbonitrile (1.0 g, 5.04 mmol), 3-(trifluoromethyl)phenyl boronic acid (1148 mg, 6.04 mmol) and potassium carbonate (2.08 g, 15.1 mmol) in THF (16 ml) was degassed with nitrogen before the addition of palladium tetrakistriphenylphosphine (582 mg, 0.50 mmol). The resulting suspension was heated to 150° C. for 5 minutes using the ‘Creator’ microwave. The reaction mixture was filtered through celite and concentrated in vacuo. The residua...